Dataset: the Open Reaction Database (ORD), a public repository of structured organic reaction records. Task: describe an organic reaction: reactants, conditions, products, and yield Starting materials: COc1ccc(-c2cnc(Nc3ccc(OCCN4CCCC4)cc3)s2)cc1, CN1CCN(c2ccc(NC(N)=S)cc2)CC1. Yields the product COc1ccc(-c2cnc(Nc3ccc(N4CCN(C)CC4)cc3)s2)cc1. RXN SMILES: [CH3:1][O:2][c:3]1[cH:4][cH:5][c:6](-[c:9]2[cH:10][n:11][c:12]([NH:14][c:15]3[cH:16][cH:17][c:18]([O:21][CH2:22][CH2:23][N:24]4[CH2:25][CH2:26][CH2:27][CH2:28]4)[cH:19][cH:20]3)[s:13]2)[cH:7][cH:8]1.[CH3:29][N:30]1[CH2:31][CH2:32][N:33]([c:36]2[cH:37][cH:38][c:39]([NH:40][C:41]([NH2:42])=[S:43])[cH:44][cH:45]2)[CH2:34][CH2:35]1>>[CH3:1][O:2][c:3]1[cH:4][cH:5][c:6](-[c:9]2[cH:10][n:11][c:12]([NH:14][c:15]3[cH:16][cH:17][c:18]([N:33]4[CH2:32][CH2:31][N:30]([CH3:29])[CH2:35][CH2:34]4)[cH:19][cH:20]3)[s:13]2)[cH:7][cH:8]1. The reactants are aqueous solution, [OH-].[K+] (potassium hydroxide), C(=O)(O)[O-].C(=O)(O)[O-].C(=O)(O)[O-].C(=O)(O)[O-].[Zr+4] (zirconium basic carbonate), C(=O)=O (CO2), P(O)(O)(O)=O (phosphoric acid). The reagents and catalysts are [Hf] (hafnium). The solvent is O (water). Conditions: time 2 hour. Yields the product P(=O)([O-])([O-])[O-].[Zr+4].P(=O)([O-])([O-])[O-].P(=O)([O-])([O-])[O-].P(=O)([O-])([O-])[O-].[Zr+4].[Zr+4] (Zirconium Phosphate). RXN SMILES: C([O-])(O)=O.C([O-])(O)=O.C([O-])(O)=O.C([O-])(O)=O.[Zr+4:17].C(=O)=O.[P:21](=[O:25])([OH:24])([OH:23])[OH:22].[OH-].[K+]>O.[Hf]>[P:21]([O-:25])([O-:24])([O-:23])=[O:22].[Zr+4:17].[P:21]([O-:25])([O-:24])([O-:23])=[O:22].[P:21]([O-:25])([O-:24])([O-:23])=[O:22].[P:21]([O-:25])([O-:24])([O-:23])=[O:22].[Zr+4:17].[Zr+4:17] |f:0.1.2.3.4,7.8,11.12.13.14.15.16.17|. Reported procedure: 0.67 moles of zirconium basic carbonate (3ZrO2.CO2.xH2O) containing 2.1% hafnium composed of particles wherein a median particle size thereof was 18 μm and particles with a particle size of 0.8 μm to 50 μm were present at 100% on a volume basis of the total particles were suspended in 300 ml of deionized water, and 0.27 moles of phosphoric acid were added thereto with stirring. A 20% aqueous solution containing 0.07 moles of potassium hydroxide was further added thereto, followed by heating and ... Starting materials: Br.BrC(C=1C=CC2=C(N(N=N2)C)C1)C1=CC=CC=C1 (6-(bromophenylmethyl)-1-methyl-1H-benzotriazole monohydrobromide), N=1N=CN(C1)N (4H-1,2,4-triazole-4-amine). The solvent is C(C)#N (acetonitrile). Reaction conditions: time 2 hour. Yields the product [Br-].NN1C=N[N+](=C1)C(C1=CC=CC=C1)C=1C=CC2=C(N(N=N2)C)C1 (4-amino-1-[(1-methyl-1H-benzotriazol-6-yl)phenylmethyl]-4H-1,2,4-triazolium bromide). As a reaction SMILES: Br.[Br:2][CH:3]([C:14]1[CH:19]=[CH:18][CH:17]=[CH:16][CH:15]=1)[C:4]1[CH:5]=[CH:6][C:7]2[N:11]=[N:10][N:9]([CH3:12])[C:8]=2[CH:13]=1.[N:20]1[N:21]=[CH:22][N:23]([NH2:25])[CH:24]=1>C(#N)C>[Br-:2].[NH2:25][N:23]1[CH:24]=[N+:20]([CH:3]([C:4]2[CH:5]=[CH:6][C:7]3[N:11]=[N:10][N:9]([CH3:12])[C:8]=3[CH:13]=2)[C:14]2[CH:19]=[CH:18][CH:17]=[CH:16][CH:15]=2)[N:21]=[CH:22]1 |f:0.1,4.5|. Reported procedure: A mixture of 8.2 parts of 6-(bromophenylmethyl)-1-methyl-1H-benzotriazole monohydrobromide, 3.45 parts of 4H-1,2,4-triazole-4-amine and 64 parts of acetonitrile was stirred first for 2 hours at reflux temperature and then overnight at room temperature. The precipitate was filtered off and the filtrate was concentrated, yielding 4-amino-1-[(1-methyl-1H-benzotriazol-6-yl)phenylmethyl]-4H-1,2,4-triazolium bromide. To a stirred solution of the latter, 7.3 parts of a phosphinic acid solution 50% and ... RXN SMILES: [CH3:23][N:24]([P:25]([N:26]([CH3:27])[CH3:28])([N:29]([CH3:30])[CH3:31])=[O:32])[CH3:33].[Cl:13][CH2:14][CH:15]=[CH:16][c:17]1[cH:18][cH:19][cH:20][cH:21][cH:22]1.[NH2:1][c:2]1[cH:3][cH:4][c:5]([C:6](=[O:7])[O:8][CH2:9][CH3:10])[cH:11][cH:12]1.[OH2:34]>>[NH:1]([c:2]1[cH:3][cH:4][c:5]([C:6](=[O:7])[O:8][CH2:9][CH3:10])[cH:11][cH:12]1)[CH2:14][CH:15]=[CH:16][c:17]1[cH:18][cH:19][cH:20][cH:21][cH:22]1. Starting materials: CN(C)P(=O)(N(C)C)N(C)C, ClCC=Cc1ccccc1, CCOC(=O)c1ccc(N)cc1, O. Product: CCOC(=O)c1ccc(NCC=Cc2ccccc2)cc1. The reactants are C[C@H]1[C@@H](CN(C1)CC=1C=NC(=NC1)C)C=1NC(C2=C(N1)N(N=C2)C2CCOCC2)=O (6-{(3S,4S)-4-methyl-1-[(2-methylpyrimidin-5-yl)methyl]pyrrolidin-3-yl}-1-(tetrahydro-2H-pyran-4-yl)-1,5-dihydro-4H-pyrazolo[3,4-d]pyrimidin-4-one), C(#N)[BH3-].[Na+] (sodium cyanoborohydride), COC1=CC=C(C=O)C=C1 (4-methoxybenzaldehyde). Product: COC1=CC=C(CN2C[C@H]([C@@H](C2)C)C=2NC(C3=C(N2)N(N=C3)C3CCOCC3)=O)C=C1 (6-[(3S,4S)-1-(4-methoxybenzyl)-4-methylpyrrolidin-3-yl]-1-(tetrahydro-2H-pyran-4-yl)-1,5-dihydro-4H-pyrazolo[3,4-d]pyrimidin-4-one). RXN SMILES: [CH3:1][C@@H:2]1[CH2:6][N:5]([CH2:7][C:8]2[CH:9]=NC(C)=N[CH:13]=2)[CH2:4][C@H:3]1[C:15]1[NH:16][C:17](=[O:30])[C:18]2[CH:23]=[N:22][N:21]([CH:24]3[CH2:29][CH2:28][O:27][CH2:26][CH2:25]3)[C:19]=2[N:20]=1.C([BH3-])#N.[Na+].[CH3:35][O:36][C:37]1[CH:44]=CC(C=O)=C[CH:38]=1>>[CH3:35][O:36][C:37]1[CH:44]=[CH:13][C:8]([CH2:7][N:5]2[CH2:6][C@@H:2]([CH3:1])[C@H:3]([C:15]3[NH:16][C:17](=[O:30])[C:18]4[CH:23]=[N:22][N:21]([CH:24]5[CH2:29][CH2:28][O:27][CH2:26][CH2:25]5)[C:19]=4[N:20]=3)[CH2:4]2)=[CH:9][CH:38]=1 |f:1.2|. Procedure details: Following the procedure for the preparation of 6-{(3S,4S)-4-methyl-1-[(2-methylpyrimidin-5-yl)methyl]pyrrolidin-3-yl}-1-(tetrahydro-2H-pyran-4-yl)-1,5-dihydro-4H-pyrazolo[3,4-d]pyrimidin-4-one but substituting sodium cyanoborohydride and 4-methoxybenzaldehyde provided the title compound. 400 MHz 1H NMR (CDCl3) δ 8.01 (s, 1H), 7.29 (d, J=8.3 Hz, 2H), 6.87 (d, J=8.7 Hz, 2H), 4.82-4.08 (m, 1H), 4.13-4.08 (m, 2H), 3.84-3.75 (m, 4H), 3.61-3.51 (m, 3H), 3.35 (t, J=8.7 Hz, 1H), 2.97 (d, J=9.9 Hz, 1H), ... Reactants: N1=CC=CC=C1 (pyridine), NCC(C)(O)C (1-amino-2-methylpropan-2-ol), FC1=NC=C(C=C1F)I (2,3-Difluoro-5-iodopyridine). Run in CN1CCCC1=O (NMP). Run at temperature 100 celsius, time 16 hour. Product: FC=1C(=NC=C(C1)I)NCC(C)(O)C (1-(3-fluoro-5-iodopyridin-2-ylamino)-2-methylpropan-2-ol). The yield is 91.8%. RXN SMILES: F[C:2]1[C:7]([F:8])=[CH:6][C:5]([I:9])=[CH:4][N:3]=1.N1C=CC=CC=1.[NH2:16][CH2:17][C:18]([CH3:21])([OH:20])[CH3:19]>CN1C(=O)CCC1>[F:8][C:7]1[C:2]([NH:16][CH2:17][C:18]([CH3:21])([OH:20])[CH3:19])=[N:3][CH:4]=[C:5]([I:9])[CH:6]=1. Procedure: 2,3-Difluoro-5-iodopyridine (500 mg, 2.07 mmol) was dissolved in NMP (500 μL) and pyridine (201 μl, 2.49 mmol, 1.2 equiv.) and 1-amino-2-methylpropan-2-ol (555 mg, 6.22 mmol, 3 equiv.) were added at room temperature. The mixture was stirred for 16 hours at 100° C. The reaction mixture was cooled and extracted with saturated NaHCO3 solution and two times with a small volume of dichloromethane. The crude product was purified by flash chromatography by directly loading the dichloromethane layers on...